From a dataset of the Open Reaction Database (ORD), a public repository of structured organic reaction records. describe an organic reaction: reactants, conditions, products, and yield Starting materials: CC(c1ccc(Br)cc1)N1CCC(CCCO)(c2ccc(F)cc2)OC1=O, Cc1cc(B(O)O)ccn1. Yields the product Cc1cc(-c2ccc(C(C)N3CCC(CCCO)(c4ccc(F)cc4)OC3=O)cc2)ccn1. As a reaction SMILES: [Br:1][c:2]1[cH:3][cH:4][c:5]([CH:8]([CH3:9])[N:10]2[C:11](=[O:27])[O:12][C:13]([CH2:16][CH2:17][CH2:18][OH:19])([c:20]3[cH:21][cH:22][c:23]([F:26])[cH:24][cH:25]3)[CH2:14][CH2:15]2)[cH:6][cH:7]1.[CH3:28][c:29]1[n:30][cH:31][cH:32][c:33]([B:35]([OH:36])[OH:37])[cH:34]1>>[c:2]1(-[c:33]2[cH:32][cH:31][n:30][c:29]([CH3:28])[cH:34]2)[cH:3][cH:4][c:5]([CH:8]([CH3:9])[N:10]2[C:11](=[O:27])[O:12][C:13]([CH2:16][CH2:17][CH2:18][OH:19])([c:20]3[cH:21][cH:22][c:23]([F:26])[cH:24][cH:25]3)[CH2:14][CH2:15]2)[cH:6][cH:7]1. The reactants are O=C([O-])O, CCOC(C)=O, COCCOC, ClCCl, O=C1Nc2c(I)cccc2C1=O, [Na+], O=C1Nc2ccccc2C1=O, O, OB(O)c1ccccc1. The product is O=C1Nc2c(cccc2-c2ccccc2)C1=O. Reaction SMILES: [C:21](=[O:22])([OH:23])[O-:24].[CH3:42][CH2:43][O:44][C:45](=[O:46])[CH3:47].[CH3:48][O:49][CH2:50][CH2:51][O:52][CH3:53].[Cl:39][CH2:40][Cl:41].[I:26][c:27]1[cH:28][cH:29][cH:30][c:31]2[c:32]1[NH:33][C:34](=[O:35])[C:36]2=[O:37].[Na+:25].[O:1]=[C:2]1[NH:3][c:4]2[cH:5][cH:6][cH:7][cH:8][c:9]2[C:10]1=[O:11].[OH2:38].[OH:12][B:13]([OH:14])[c:15]1[cH:16][cH:17][cH:18][cH:19][cH:20]1>>[O:1]=[C:2]1[NH:3][c:4]2[c:5](-[c:15]3[cH:16][cH:17][cH:18][cH:19][cH:20]3)[cH:6][cH:7][cH:8][c:9]2[C:10]1=[O:11]. The reactants are C1CCOC1, O=c1cnn(-c2ccc(C(Cl)c3ccc(Cl)cc3)c(Cl)c2)c(=O)[nH]1, C1CCC2=NCCCN2CC1, [Na+], [OH-], Sc1ccccn1. Product: O=c1cnn(-c2ccc(C(Sc3ccccn3)c3ccc(Cl)cc3)c(Cl)c2)c(=O)[nH]1. As a reaction SMILES: [CH2:45]1[O:46][CH2:47][CH2:48][CH2:49]1.[Cl:1][c:2]1[cH:3][c:4](-[n:17]2[n:18][cH:19][c:20](=[O:24])[nH:21][c:22]2=[O:23])[cH:5][cH:6][c:7]1[CH:8]([c:9]1[cH:10][cH:11][c:12]([Cl:15])[cH:13][cH:14]1)[Cl:16].[N:32]12[CH2:33][CH2:34][CH2:35][N:36]=[C:37]1[CH2:38][CH2:39][CH2:40][CH2:41][CH2:42]2.[Na+:44].[OH-:43].[SH:25][c:26]1[n:27][cH:28][cH:29][cH:30][cH:31]1>>[Cl:1][c:2]1[cH:3][c:4](-[n:17]2[n:18][cH:19][c:20](=[O:24])[nH:21][c:22]2=[O:23])[cH:5][cH:6][c:7]1[CH:8]([c:9]1[cH:10][cH:11][c:12]([Cl:15])[cH:13][cH:14]1)[S:25][c:26]1[n:27][cH:28][cH:29][cH:30][cH:31]1. Reactants: COC(/C(=C\C1CCCCC1)/I)=O ((E)-3-cyclohexyl-2-iodo-acrylic acid methyl ester), C1(=CC=CC=C1)P(C1=CC=CC=C1)C1=CC=CC=C1 (triphenylphosphine), C[Si](C)(C)Cl (trimethylsilyl chloride), [Cl-].[NH4+] (ammonium chloride), BrCCBr (1,2-dibromoethane), FC=1C=C(C=CC1F)I (3,4-difluoro-iodobenzene). Reagents/catalysts: C=1C=CC(=CC1)/C=C/C(=O)/C=C/C2=CC=CC=C2.C=1C=CC(=CC1)/C=C/C(=O)/C=C/C2=CC=CC=C2.[Pd] (bis(dibenzylideneacetone)palladium(0)), [Zn] (zinc), [Zn] (zinc), [Zn] (zinc), [Zn] (zinc), [Zn] (zinc), [Zn] (zinc). Solvent: O1CCCC1 (tetrahydrofuran), O1CCCC1 (tetrahydrofuran), O1CCCC1 (tetrahydrofuran), O1CCCC1 (tetrahydrofuran), O1CCCC1 (tetrahydrofuran). Conditions: temperature 25 celsius, time 15 minute. Yields the product hexanes diethyl ether, COC(\C(=C\C1CCCCC1)\C1=CC(=C(C=C1)F)F)=O ((E)-3-cyclohexyl 2-(3,4-difluoro-phenyl)-acrylic acid methyl ester). The yield is 94.5%. RXN SMILES: BrCCBr.C[Si](Cl)(C)C.[CH3:10][O:11][C:12](=[O:22])/[C:13](/I)=[CH:14]\[CH:15]1[CH2:20][CH2:19][CH2:18][CH2:17][CH2:16]1.C1(P(C2C=CC=CC=2)C2C=CC=CC=2)C=CC=CC=1.[F:42][C:43]1[CH:44]=[C:45](I)[CH:46]=[CH:47][C:48]=1[F:49].[Cl-].[NH4+]>O1CCCC1.[Zn].C1C=CC(/C=C/C(/C=C/C2C=CC=CC=2)=O)=CC=1.C1C=CC(/C=C/C(/C=C/C2C=CC=CC=2)=O)=CC=1.[Pd]>[CH3:10][O:11][C:12](=[O:22])/[C:13](/[C:46]1[CH:45]=[CH:44][C:43]([F:42])=[C:48]([F:49])[CH:47]=1)=[CH:14]/[CH:15]1[CH2:20][CH2:19][CH2:18][CH2:17][CH2:16]1 |f:5.6,9.10.11|. Reported procedure: A mixture of zinc dust (980 mg, 15 mmol, Aldrich, −325 mesh) and dry tetrahydrofuran (3 mL) under argon was treated with 1,2-dibromoethane (0.37 g, 2 mmol). The zinc suspension was then heated with a heat gun to ebullition, allowed to cool, and heated again. This process was repeated three times to make sure the zinc dust was activated. The activated zinc dust suspension was then treated with trimethylsilyl chloride (82 mg, 0.75 mmol), and the suspension was stirred for 15 min at 25° C. The reac... Starting materials: C(CCC)[Li] (n-butyllithium), C1(CC(CC1)=O)=O (cyclopentane-1,3-dione), N1=C(C=CC=C1)C1=NC=CC=C1 (2,2'-bipyridyl), solution, FC(C1=CC=C(OC2=CC=C(OCC(=O)Cl)C=C2)C=C1)(F)F (4-(4-trifluoromethylphenoxy)phenoxyacetyl chloride). Run in O (water), CCOCC (ether), CCCCCC (hexane), C1CCOC1 (THF). Run at time 1 hour. Product: FC(C1=CC=C(OC2=CC=C(OCC(=O)C3C(CCC3=O)=O)C=C2)C=C1)(F)F (2-[4-(4-trifluoromethylphenoxy)phenoxyacetyl]cyclopentane-1,3-dione). Reaction SMILES: [C:1]1(=[O:7])[CH2:5][CH2:4][C:3](=[O:6])[CH2:2]1.N1C=CC=CC=1C1C=CC=CN=1.C([Li])CCC.[F:25][C:26]([F:46])([F:45])[C:27]1[CH:44]=[CH:43][C:30]([O:31][C:32]2[CH:42]=[CH:41][C:35]([O:36][CH2:37][C:38](Cl)=[O:39])=[CH:34][CH:33]=2)=[CH:29][CH:28]=1>CCCCCC.O.CCOCC.C1COCC1>[F:25][C:26]([F:45])([F:46])[C:27]1[CH:44]=[CH:43][C:30]([O:31][C:32]2[CH:42]=[CH:41][C:35]([O:36][CH2:37][C:38]([CH:2]3[C:3](=[O:6])[CH2:4][CH2:5][C:1]3=[O:7])=[O:39])=[CH:34][CH:33]=2)=[CH:29][CH:28]=1. Procedure: To THF (250 ml) under N2 with stirring is added cyclopentane-1,3-dione (0.10 mol) and 2,2'-bipyridyl (~3-5 mg) as an indicator. After cooling to -70°, n-butyllithium in hexane is added slowly while the temperature is allowed to rise to -5° near the end of the addition (~130 ml of 1.6 M solution, 0.20 mol). After the pink indicator persists at -5°, the mixture is recooled to -65° and 4-(4-trifluoromethylphenoxy)phenoxyacetyl chloride is added dropwise over 5 min. After 1 hour, the reaction mixtur...